Dataset: the Open Reaction Database (ORD), a public repository of structured organic reaction records. Task: describe an organic reaction: reactants, conditions, products, and yield The reactants are Cl (hydrogen chloride), O=C1N(CCC1)CCCNC(=O)C=1N(C2=CC=CC=C2C1C(C1=CC=CC=C1)C1=CC=CC=C1)CCN(C)C (N-[3-(2-Oxopyrrolidinyl)propyl]-1-(2-dimethylaminoethyl)-3-(diphenylmethyl)indole-2-carboxamide). Run in C(C)(=O)OCC (ethyl acetate), C(C)O (ethanol), C(C)O (ethanol). Yields the product Cl.O=C1N(CCC1)CCCNC(=O)C=1N(C2=CC=CC=C2C1C(C1=CC=CC=C1)C1=CC=CC=C1)CCN(C)C (N-[3-(2-Oxopyrrolidinyl)propyl]-1-(2-dimethylaminoethyl)-3-(diphenylmethyl)indole-2-carboxamide hydrochloride). Isolated yield 89.0%. RXN SMILES: [ClH:1].[O:2]=[C:3]1[CH2:7][CH2:6][CH2:5][N:4]1[CH2:8][CH2:9][CH2:10][NH:11][C:12]([C:14]1[N:15]([CH2:36][CH2:37][N:38]([CH3:40])[CH3:39])[C:16]2[C:21]([C:22]=1[CH:23]([C:30]1[CH:35]=[CH:34][CH:33]=[CH:32][CH:31]=1)[C:24]1[CH:29]=[CH:28][CH:27]=[CH:26][CH:25]=1)=[CH:20][CH:19]=[CH:18][CH:17]=2)=[O:13]>C(OCC)(=O)C.C(O)C>[ClH:1].[O:2]=[C:3]1[CH2:7][CH2:6][CH2:5][N:4]1[CH2:8][CH2:9][CH2:10][NH:11][C:12]([C:14]1[N:15]([CH2:36][CH2:37][N:38]([CH3:40])[CH3:39])[C:16]2[C:21]([C:22]=1[CH:23]([C:30]1[CH:35]=[CH:34][CH:33]=[CH:32][CH:31]=1)[C:24]1[CH:29]=[CH:28][CH:27]=[CH:26][CH:25]=1)=[CH:20][CH:19]=[CH:18][CH:17]=2)=[O:13] |f:4.5|. Procedure: A solution of hydrogen chloride in 10 ml of ethyl acetate was added to a suspension of Compound 108 (12.85 g) obtained in Example 108 in 70 ml of ethanol, followed by stirring. Then, ethanol (45 ml) was added to the reaction solution followed by recrystallization to give 12.2 g (yield: 89%) of the title compound. Reactants: C[SiH](C)OC(C1CCCN(C(=O)OCc2ccccc2)C1)C(C)(C)C, CO, [H][H]. Product: C[SiH](C)OC(C1CCCNC1)C(C)(C)C. Reaction SMILES: [CH2:1]([O:2][C:3](=[O:4])[N:11]1[CH2:12][CH:13]([CH:17]([O:18][SiH:19]([CH3:20])[CH3:21])[C:22]([CH3:23])([CH3:24])[CH3:25])[CH2:14][CH2:15][CH2:16]1)[c:5]1[cH:6][cH:7][cH:8][cH:9][cH:10]1.[CH3:28][OH:29].[H:26][H:27]>>[NH:11]1[CH2:12][CH:13]([CH:17]([O:18][SiH:19]([CH3:20])[CH3:21])[C:22]([CH3:23])([CH3:24])[CH3:25])[CH2:14][CH2:15][CH2:16]1. Starting materials: imine, [BH4-].[Na+] (sodium borohydride), COC=1C=C(C=CC1)[C@@H](C)N ((R)-1-(3-methoxyphenyl)ethylamine), CC(C#N)=CC1=CC=CC=C1 (α-methylcinnamonitrile), [H-].C(C(C)C)[Al+]CC(C)C (diisobutyl aluminum hydride). The product is CC(CN[C@H](C)C1=CC(=CC=C1)OC)=CC1=CC=CC=C1 ((R)-N-(2-methyl-3-phenylprop-2-enyl)-1-(3-methoxyphenyl)ethylamine), 25G. RXN SMILES: [CH3:1][C:2](=[CH:5][C:6]1[CH:11]=[CH:10][CH:9]=[CH:8][CH:7]=1)[C:3]#[N:4].[H-].C([Al+]CC(C)C)C(C)C.[CH3:22][O:23][C:24]1[CH:25]=[C:26]([C@H:30](N)[CH3:31])[CH:27]=[CH:28][CH:29]=1.[BH4-].[Na+]>>[CH3:1][C:2](=[CH:5][C:6]1[CH:11]=[CH:10][CH:9]=[CH:8][CH:7]=1)[CH2:3][NH:4][C@@H:30]([C:26]1[CH:27]=[CH:28][CH:29]=[C:24]([O:23][CH3:22])[CH:25]=1)[CH3:31] |f:1.2,4.5|. Reported procedure: In a similar fashion, α-methylcinnamonitrile was treated with diisobutyl aluminum hydride and the intermediate aluminum-imine complex treated with (R)-1-(3-methoxyphenyl)ethylamine. The intermediate imine was treated with ethanolic sodium borohydride. Work-up and chromatography yielded (R)-N-(2-methyl-3-phenylprop-2-enyl)-1-(3-methoxyphenyl)ethylamine, 25G, as a clear, colorless oil; m/z (rel. int.) 281 (M+, 5), 266 (18), 190 (12), 146 (78), 135 (82), 131 (100), 115 (21), 105 (21), 91 (62), 77 (... Reactants: C(C)(C)(C)OC(=O)N[C@H](C(=O)N1[C@@H](C[C@H](C1)O)C(=O)OC)[C@@H](CC(CCC=C)C)CC ((2S,4R)-methyl 1-((2S,3R)-2-(tert-butoxycarbonylamino)-3-ethyl-5-methylnon-8-enoyl)-4-hydroxypyrrolidine-2-carboxylate), [Li+].[OH-] (LiOH), CO (methanol). The solvent is C1CCOC1.O (THF water). Conditions: time 8 hour. The product is C(C)(C)(C)OC(=O)N[C@H](C(=O)N1[C@@H](C[C@H](C1)O)C(=O)O)[C@@H](CC(CCC=C)C)CC ((2S,4R)-1-((2S,3R)-2-(tert-butoxycarbonylamino)-3-ethyl-5-methylnon-8-enoyl)-4-hydroxypyrrolidine-2-carboxylic acid). Yield: 89.6%. Reaction SMILES: [C:1]([O:5][C:6]([NH:8][C@@H:9]([C@H:22]([CH2:30][CH3:31])[CH2:23][CH:24]([CH3:29])[CH2:25][CH2:26][CH:27]=[CH2:28])[C:10]([N:12]1[CH2:16][C@H:15]([OH:17])[CH2:14][C@H:13]1[C:18]([O:20]C)=[O:19])=[O:11])=[O:7])([CH3:4])([CH3:3])[CH3:2].[Li+].[OH-].CO>C1COCC1.O>[C:1]([O:5][C:6]([NH:8][C@@H:9]([C@H:22]([CH2:30][CH3:31])[CH2:23][CH:24]([CH3:29])[CH2:25][CH2:26][CH:27]=[CH2:28])[C:10]([N:12]1[CH2:16][C@H:15]([OH:17])[CH2:14][C@H:13]1[C:18]([OH:20])=[O:19])=[O:11])=[O:7])([CH3:4])([CH3:3])[CH3:2] |f:1.2,4.5|. Procedure details: To a solution of (2S,4R)-methyl 1-((2S,3R)-2-(tert-butoxycarbonylamino)-3-ethyl-5-methylnon-8-enoyl)-4-hydroxypyrrolidine-2-carboxylate (1.5 g, 3.40 mmole) in THF/water (16 mL, 1:1) was added LiOH (286 mg, 6.80 mmole) followed by 3 mL of methanol at room temperature. The reaction mass was stirred at room temperature for overnight. The solvent was evaporated under reduced pressure and the residue was diluted with water and acidified with aqueous 1.5 N HCl solutions. The aqueous solution was extra...